From a dataset of the Open Reaction Database (ORD), a public repository of structured organic reaction records. describe an organic reaction: reactants, conditions, products, and yield As a reaction SMILES: [CH2:1]([N:5]1[CH:9]=[C:8](B2OC(C)(C)C(C)(C)O2)[CH:7]=[N:6]1)[CH:2](C)C.Br[C:20]1[CH:38]=[CH:37][C:23]([C:24]([NH:26][CH2:27][C:28]2[CH:33]=[CH:32][N:31]3[CH:34]=[CH:35][N:36]=[C:30]3[CH:29]=2)=[O:25])=[CH:22][CH:21]=1.Br[C:40]1[CH:46]=[CH:45][C:43]([NH2:44])=C[CH:41]=1>>[N:36]1[CH:35]=[CH:34][N:31]2[CH:32]=[CH:33][C:28]([CH2:27][NH:26][C:24](=[O:25])[C:23]3[CH:37]=[CH:38][C:20]([C:46]4[CH2:45][CH2:43][N:44]([C:7]5[CH:8]=[CH:9][N:5]=[C:1]([CH3:2])[N:6]=5)[CH2:41][CH:40]=4)=[CH:21][CH:22]=3)=[CH:29][C:30]=12. The product is N=1C=CN2C1C=C(C=C2)CNC(C2=CC=C(C=C2)C=2CCN(CC2)C2=NC(=NC=C2)C)=O (N-(imidazo[1,2-a]pyridin-7-ylmethyl)-4-[1-(2-methylpyrimidin-4-yl)-1,2,3,6-tetrahydropyridin-4-yl]benzamide). Reactants: C(C(C)C)N1N=CC(=C1)B1OC(C(O1)(C)C)(C)C (1-isobutyl-4-(4,4,5,5-tetramethyl-1,3,2-dioxaborolan-2-yl)-1H-pyrazole), BrC1=CC=C(C(=O)NCC2=CC=3N(C=C2)C=CN3)C=C1 (4-bromo-N-(imidazo[1,2-a]pyridin-7-ylmethyl)benzamide), BrC1=CC=C(N)C=C1 (4-bromoaniline). Procedure details: The title compound was prepared as described in Example 51A, substituting 2-methyl-4-(4-(4,4,5,5-tetramethyl-1,3,2-dioxaborolan-2-yl)-5,6-dihydropyridin-1(2H)-yl)pyrimidine for 1-isobutyl-4-(4,4,5,5-tetramethyl-1,3,2-dioxaborolan-2-yl)-1H-pyrazole and 4-bromo-N-(imidazo[1,2-a]pyridin-7-ylmethyl)benzamide for 4-bromoaniline. 1H NMR (400 MHz, DMSO-d6) δ ppm 9.07-8.95 (m, 1H), 8.78 (dd, J=7.0, 0.5 Hz, 1H), 8.28-8.16 (m, 2H), 8.00 (d, J=2.0 Hz, 1H), 7.97-7.87 (m, 2H), 7.80-7.74 (m, 1H), 7.63-7.54 (m... Starting materials: CCOc1ncccc1-c1nnc(CNC(=O)c2cc(C(=O)c3c(F)cc(F)cc3F)c[nH]2)s1, C1COCCO1, Cl. Yields the product O=C(NCc1nnc(-c2ccc[nH]c2=O)s1)c1cc(C(=O)c2c(F)cc(F)cc2F)c[nH]1. As a reaction SMILES: [CH2:1]([CH3:2])[O:3][c:4]1[n:5][cH:6][cH:7][cH:8][c:9]1-[c:10]1[n:11][n:12][c:13]([CH2:15][NH:16][C:17](=[O:18])[c:19]2[nH:20][cH:21][c:22]([C:24]([c:25]3[c:26]([F:33])[cH:27][c:28]([F:32])[cH:29][c:30]3[F:31])=[O:34])[cH:23]2)[s:14]1.[CH2:36]1[O:37][CH2:38][CH2:39][O:40][CH2:41]1.[ClH:35]>>[O:3]=[c:4]1[nH:5][cH:6][cH:7][cH:8][c:9]1-[c:10]1[n:11][n:12][c:13]([CH2:15][NH:16][C:17](=[O:18])[c:19]2[nH:20][cH:21][c:22]([C:24]([c:25]3[c:26]([F:33])[cH:27][c:28]([F:32])[cH:29][c:30]3[F:31])=[O:34])[cH:23]2)[s:14]1. The reactants are ClC(=O)OCC (ethyl chloroformate), ClC(=O)OCC (ethyl chloroformate), ether-methylene chloride, Cl.Cl.NC1=C(C=CC=C1)N1CC2(CCN(CC2)C)C2=CC=CC=C12 (1-(2-aminophenyl)-1'-methylspiro[indoline-3,4'-piperidine]dihydrochloride), N(CCO)(CCO)CCO (triethanolamine). The solvent is C(Cl)(Cl)Cl (chloroform), C(Cl)(Cl)Cl (chloroform). Conditions: time 1 hour. Product: C(C)OC(=O)NC1=C(C=CC=C1)N1CC2(CCN(CC2)C)C2=CC=CC=C12 (1-[2-(ethoxycarbonyl)aminophenyl]-1'-methylspiro[indoline-3,4'-piperidine]). Reaction SMILES: Cl.Cl.[NH2:3][C:4]1[CH:9]=[CH:8][CH:7]=[CH:6][C:5]=1[N:10]1[C:24]2[C:19](=[CH:20][CH:21]=[CH:22][CH:23]=2)[C:12]2([CH2:17][CH2:16][N:15]([CH3:18])[CH2:14][CH2:13]2)[CH2:11]1.N(CCO)(CCO)CCO.Cl[C:36]([O:38][CH2:39][CH3:40])=[O:37]>C(Cl)(Cl)Cl>[CH2:39]([O:38][C:36]([NH:3][C:4]1[CH:9]=[CH:8][CH:7]=[CH:6][C:5]=1[N:10]1[C:24]2[C:19](=[CH:20][CH:21]=[CH:22][CH:23]=2)[C:12]2([CH2:17][CH2:16][N:15]([CH3:18])[CH2:14][CH2:13]2)[CH2:11]1)=[O:37])[CH3:40] |f:0.1.2|. Procedure: A slurry of 10.36 g of 1-(2-aminophenyl)-1'-methylspiro[indoline-3,4'-piperidine]dihydrochloride of Example 1b in 60 ml of chloroform is treated portionwise with 12.3 ml of triethanolamine. The resulting mixture is cooled in an ice bath and treated dropwise over 40 minutes with a solution of 2.7 ml of ethyl chloroformate in 20 ml of chloroform. After stirring at room temperature for 1 hour, an additional 3.0 ml of ethyl chloroformate is added and the mixture is permitted to stand 16 hours. The p... Reactants: CON(C(=O)C=1N=CN(C1)C1=CC(=CC=C1)C=1C(=NC=CC1F)F)C (1-[3-(2,4-Difluoro-pyridin-3-yl)-phenyl]-1H-imidazole-4-carboxylic acid methoxy-methyl-amide), BrC1=NC=CC=N1 (2-bromopyrimidine). The product is FC1=NC=CC(=C1C=1C=C(C=CC1)N1C=NC(=C1)C(=O)C1=NC=CC=N1)F ({1-[3-(2,4-Difluoro-pyridin-3-yl)-phenyl]-1H-imidazol-4-yl}-pyrimidin-2-yl-methanone). As a reaction SMILES: CON(C)[C:4]([C:6]1[N:7]=[CH:8][N:9]([C:11]2[CH:16]=[CH:15][CH:14]=[C:13]([C:17]3[C:18]([F:24])=[N:19][CH:20]=[CH:21][C:22]=3[F:23])[CH:12]=2)[CH:10]=1)=[O:5].Br[C:27]1[N:32]=[CH:31][CH:30]=[CH:29][N:28]=1>>[F:24][C:18]1[C:17]([C:13]2[CH:12]=[C:11]([N:9]3[CH:10]=[C:6]([C:4]([C:27]4[N:32]=[CH:31][CH:30]=[CH:29][N:28]=4)=[O:5])[N:7]=[CH:8]3)[CH:16]=[CH:15][CH:14]=2)=[C:22]([F:23])[CH:21]=[CH:20][N:19]=1. Procedure details: This compound is prepared by method C using compound 12j and 2-bromopyrimidine